From a dataset of the Open Reaction Database (ORD), a public repository of structured organic reaction records. describe an organic reaction: reactants, conditions, products, and yield Starting materials: ClC1=CC(=NC2=CC(=CC=C12)CN1N=NC(=C1)C(CC)(C(F)(F)F)O)C#N (4-chloro-7-({4-[1-hydroxy-1-(trifluoromethyl)propyl]-1H-1,2,3-triazol-1-yl}methyl)quinoline-2-carbonitrile), FC=1C=C(C=CC1F)B(O)O (3,4-difluorophenylboronic acid), C(=O)([O-])[O-].[Na+].[Na+] (Na2CO3). The reagents and catalysts are C=1C=CC(=CC1)[P](C=2C=CC=CC2)(C=3C=CC=CC3)[Pd]([P](C=4C=CC=CC4)(C=5C=CC=CC5)C=6C=CC=CC6)([P](C=7C=CC=CC7)(C=8C=CC=CC8)C=9C=CC=CC9)[P](C=1C=CC=CC1)(C=1C=CC=CC1)C=1C=CC=CC1 (tetrakis(triphenylphosphine)palladium). Run in COCCOC (DME). Run at time 2 hour. The product is FC=1C=C(C=CC1F)C1=CC(=NC2=CC(=CC=C12)CN1N=NC(=C1)[C@@](CC)(C(F)(F)F)O)C#N ((S)-4-(3,4-difluorophenyl)-7-({4-[1-hydroxy-1-(trifluoromethyl)propyl]-1H-1,2,3-triazol-1-yl}methyl)quinoline-2-carbonitrile). Reaction SMILES: Cl[C:2]1[C:11]2[C:6](=[CH:7][C:8]([CH2:12][N:13]3[CH:17]=[C:16]([C:18]([OH:25])([C:21]([F:24])([F:23])[F:22])[CH2:19][CH3:20])[N:15]=[N:14]3)=[CH:9][CH:10]=2)[N:5]=[C:4]([C:26]#[N:27])[CH:3]=1.[F:28][C:29]1[CH:30]=[C:31](B(O)O)[CH:32]=[CH:33][C:34]=1[F:35].C([O-])([O-])=O.[Na+].[Na+]>COCCOC.C1C=CC([P]([Pd]([P](C2C=CC=CC=2)(C2C=CC=CC=2)C2C=CC=CC=2)([P](C2C=CC=CC=2)(C2C=CC=CC=2)C2C=CC=CC=2)[P](C2C=CC=CC=2)(C2C=CC=CC=2)C2C=CC=CC=2)(C2C=CC=CC=2)C2C=CC=CC=2)=CC=1>[F:28][C:29]1[CH:30]=[C:31]([C:2]2[C:11]3[C:6](=[CH:7][C:8]([CH2:12][N:13]4[CH:17]=[C:16]([C@:18]([OH:25])([C:21]([F:22])([F:24])[F:23])[CH2:19][CH3:20])[N:15]=[N:14]4)=[CH:9][CH:10]=3)[N:5]=[C:4]([C:26]#[N:27])[CH:3]=2)[CH:32]=[CH:33][C:34]=1[F:35] |f:2.3.4,^1:54,56,75,94|. Procedure details: To a solution of 4-chloro-7-({4-[1-hydroxy-1-(trifluoromethyl)propyl]-1H-1,2,3-triazol-1-yl}methyl)quinoline-2-carbonitrile (100 mg, 0.25 mmol) in DME (3 mL) was added tetrakis(triphenylphosphine)palladium (14 mg, 0.013 mmol), 3,4-difluorophenylboronic acid (59 mg, 0.38 mmol) and aq. 2M Na2CO3 (0.38 mL, 0.75 mmol). After 2 h at 100° C., the reaction was quenched with water and extracted with EtOAc. The combined organic layers were washed with brine, dried over Na2SO4, filtered and concentrated u... Reactants: C(CC(O)(C(=O)O)CC(=O)O)(=O)O (citric acid), O[C@@H]1CC2=CC[C@H]3[C@@H]4CC[C@H](/C=C/C(=O)OC)[C@]4(CC[C@@H]3[C@]2(CC1)C)C (methyl (E)-3β-hydroxypregna-5,20-diene-21-carboxylate), [AlH](CC(C)C)CC(C)C (i-Bu2AlH). Solvent: O1CCCC1 (tetrahydrofurane), CCCCCC (hexane). Product: OC\C=C\[C@H]1CC[C@H]2[C@@H]3CC=C4C[C@H](CC[C@]4(C)[C@H]3CC[C@]12C)O ((E)-21-hydroxymethylpregna-5,20-dien-3β-ol). Isolated yield 95.1%. RXN SMILES: [OH:1][C@H:2]1[CH2:24][CH2:23][C@@:22]2([CH3:25])[C:4](=[CH:5][CH2:6][C@@H:7]3[C@@H:21]2[CH2:20][CH2:19][C@@:18]2([CH3:26])[C@H:8]3[CH2:9][CH2:10][C@@H:11]2/[CH:12]=[CH:13]/[C:14](OC)=[O:15])[CH2:3]1.[AlH](CC(C)C)CC(C)C.C(O)(=O)CC(CC(O)=O)(C(O)=O)O>O1CCCC1.CCCCCC>[OH:15][CH2:14]/[CH:13]=[CH:12]/[C@@H:11]1[C@:18]2([CH3:26])[C@H:8]([C@H:7]3[C@H:21]([CH2:20][CH2:19]2)[C@:22]2([CH3:25])[C:4]([CH2:3][C@@H:2]([OH:1])[CH2:24][CH2:23]2)=[CH:5][CH2:6]3)[CH2:9][CH2:10]1. Procedure: To a solution of 4.85 g of methyl (E)-3β-hydroxypregna-5,20-diene-21-carboxylate (Pouzar, V. et al., Collect. Czech. Chem. Commun, 1990, 55,1243), in 200 ml of anhydrous tetrahydrofurane, 81 ml of i-Bu2AlH (1M) in hexane were added dropwise in a nitrogen atmosphere at -78° C. After two hours the reaction mixture was treated with an aqueous solution of citric acid (30 g in 100 ml of water). The mixture was filtered on Celite and the residue washed with ethyl acetate. The organic solution was dehy... Reactants: NC1=CC=C(C(=O)NNC(=O)OC(C)(C)C)C=C1 (tert-butyl 2-(4-aminobenzoyl)hydrazinecarboxylate), ClC(CCCCC(=O)OC)=O (methyl 6-chloro-6-oxohexanoate). Solvent: N1=CC=CC=C1 (pyridine). Reaction conditions: time 30 minute. Yields the product COC(CCCCC(=O)NC1=CC=C(C(=O)NNC(=O)OC(C)(C)C)C=C1)=O (tert-butyl 2-{4-[(6-methoxy-6-oxohexanoyl)amino]benzoyl}hydrazinecarboxylate). RXN SMILES: [NH2:1][C:2]1[CH:18]=[CH:17][C:5]([C:6]([NH:8][NH:9][C:10]([O:12][C:13]([CH3:16])([CH3:15])[CH3:14])=[O:11])=[O:7])=[CH:4][CH:3]=1.Cl[C:20](=[O:29])[CH2:21][CH2:22][CH2:23][CH2:24][C:25]([O:27][CH3:28])=[O:26]>N1C=CC=CC=1>[CH3:28][O:27][C:25](=[O:26])[CH2:24][CH2:23][CH2:22][CH2:21][C:20]([NH:1][C:2]1[CH:3]=[CH:4][C:5]([C:6]([NH:8][NH:9][C:10]([O:12][C:13]([CH3:15])([CH3:14])[CH3:16])=[O:11])=[O:7])=[CH:17][CH:18]=1)=[O:29]. Procedure: To a solution of tert-butyl 2-(4-aminobenzoyl)hydrazinecarboxylate (1.0 g, 3.98 mmol) in anhydrous pyridine (20 mL) was added dropwise methyl 6-chloro-6-oxohexanoate (Fluka) (750 μL) at rt. After 30 min, aminomethyl resin (Polymers Laboratories PL-AMS, 1.96 mmol/g, 970 mg) was added and the resulting mixture was stirred overnight at rt. After filtration and rinsing the resin, water (160 mL) was added into the filtrate and a white solid precipitated out. Filtration and washing with water gave a w... The reactants are CCOC(C)=O, CC1C(c2cc(C(F)(F)F)cc(C(F)(F)F)c2)OC(=O)N1Cc1cc(OC(F)(F)F)ccc1[N+](=O)[O-]. Product: CC1C(c2cc(C(F)(F)F)cc(C(F)(F)F)c2)OC(=O)N1Cc1cc(OC(F)(F)F)ccc1N. Reaction SMILES: [CH3:37][CH2:38][O:39][C:40]([CH3:41])=[O:42].[F:1][C:2]([c:3]1[cH:4][c:5]([CH:13]2[CH:14]([CH3:34])[N:15]([CH2:19][c:20]3[c:21]([N+:31]([O-:32])=[O:33])[cH:22][cH:23][c:24]([O:26][C:27]([F:28])([F:29])[F:30])[cH:25]3)[C:16](=[O:18])[O:17]2)[cH:6][c:7]([C:9]([F:10])([F:11])[F:12])[cH:8]1)([F:35])[F:36]>>[F:1][C:2]([c:3]1[cH:4][c:5]([CH:13]2[CH:14]([CH3:34])[N:15]([CH2:19][c:20]3[c:21]([NH2:31])[cH:22][cH:23][c:24]([O:26][C:27]([F:28])([F:29])[F:30])[cH:25]3)[C:16](=[O:18])[O:17]2)[cH:6][c:7]([C:9]([F:10])([F:11])[F:12])[cH:8]1)([F:35])[F:36]. Starting materials: FC1=CC=C(C=C1)C(C1CCNCC1)C1=CC=C(C=C1)F (4-[bis(4-fluorophenyl)methyl]piperidine), ClCCCOC1=CC(=C(C=C1)OC)OC (4-(3-chloropropoxy)-1,2-dimethoxybenzene), C([O-])([O-])=O.[K+].[K+] (potassium carbonate), [I-].[K+] (potassium iodide), oxalate salt, C(CCC)O (1-butanol). Procedure details: A mixture of 6.02 g (0.021 mole) of 4-[bis(4-fluorophenyl)methyl]piperidine, 4.83 g (0.021 mole) of 4-(3-chloropropoxy)-1,2-dimethoxybenzene, and potassium carbonate (5.52 g, 0.04 mole) was refluxed overnight in 300 ml of 1-butanol containing potassium iodide (0.3 g). The reaction mixture was stripped to dryness and partitioned between chloroform and water several times. The chloroform layer was dried over anhydrous sodium sulfate and then filtered. The chloroform was removed by rotary evaporato... Yields the product C(C(=O)O)(=O)O.FC1=CC=C(C=C1)C(C1CCN(CC1)CCCOC1=CC(=C(C=C1)OC)OC)C1=CC=C(C=C1)F (4-[Bis(4-fluorophenyl)methyl]-1-[3-(3,4-dimethoxyphenoxy)propyl]piperidine oxalate). RXN SMILES: [F:1][C:2]1[CH:7]=[CH:6][C:5]([CH:8]([C:15]2[CH:20]=[CH:19][C:18]([F:21])=[CH:17][CH:16]=2)[CH:9]2[CH2:14][CH2:13][NH:12][CH2:11][CH2:10]2)=[CH:4][CH:3]=1.Cl[CH2:23][CH2:24][CH2:25][O:26][C:27]1[CH:32]=[CH:31][C:30]([O:33][CH3:34])=[C:29]([O:35][CH3:36])[CH:28]=1.[C:37](=[O:40])([O-:39])[O-].[K+].[K+].[I-].[K+].C([OH:49])CCC>>[C:36]([OH:35])(=[O:49])[C:37]([OH:39])=[O:40].[F:21][C:18]1[CH:17]=[CH:16][C:15]([CH:8]([C:5]2[CH:6]=[CH:7][C:2]([F:1])=[CH:3][CH:4]=2)[CH:9]2[CH2:14][CH2:13][N:12]([CH2:23][CH2:24][CH2:25][O:26][C:27]3[CH:32]=[CH:31][C:30]([O:33][CH3:34])=[C:29]([O:35][CH3:36])[CH:28]=3)[CH2:11][CH2:10]2)=[CH:20][CH:19]=1 |f:2.3.4,5.6,8.9|. Starting materials: Cc1ccccc1, CCN(C(C)C)C(C)C, O=Cc1ccc(OCc2ccccc2F)cc1, C=CCN(Cc1ccccc1)C(=O)CNCc1ccccc1. Yields the product O=C1C2C(CC(c3ccc(OCc4ccccc4F)cc3)N2Cc2ccccc2)CN1Cc1ccccc1. RXN SMILES: [CH3:49][c:50]1[cH:51][cH:52][cH:53][cH:54][cH:55]1.[CH:40]([N:41]([CH2:42][CH3:43])[CH:44]([CH3:45])[CH3:46])([CH3:47])[CH3:48].[F:1][c:2]1[c:3]([CH2:8][O:9][c:10]2[cH:11][cH:12][c:13]([CH:14]=[O:15])[cH:16][cH:17]2)[cH:4][cH:5][cH:6][cH:7]1.[c:18]1([CH2:24][N:25]([C:26]([CH2:27][NH:28][CH2:29][c:30]2[cH:31][cH:32][cH:33][cH:34][cH:35]2)=[O:36])[CH2:37][CH:38]=[CH2:39])[cH:19][cH:20][cH:21][cH:22][cH:23]1>>[F:1][c:2]1[c:3]([CH2:8][O:9][c:10]2[cH:11][cH:12][c:13]([CH:14]3[N:28]([CH2:29][c:30]4[cH:31][cH:32][cH:33][cH:34][cH:35]4)[CH:27]4[C:26](=[O:36])[N:25]([CH2:24][c:18]5[cH:19][cH:20][cH:21][cH:22][cH:23]5)[CH2:37][CH:38]4[CH2:39]3)[cH:16][cH:17]2)[cH:4][cH:5][cH:6][cH:7]1. The reactants are ClC1=CC(=C(C=C1)C(C)(C1CC1)C1=CNC2=C(C=CC=C12)CSC)F (3-[1-(4-Chloro-2-fluorophenyl)-1-cyclopropylethyl]-7-[(methylsulfanyl)methyl]-1H-indole), ClCCl (dichloromethane), ClC1=CC(=CC=C1)C(=O)OO (meta-chloroperbenzoic acid). Solvent: CO (methanol). Reaction conditions: time 2 hour. The product is ClC1=CC(=C(C=C1)C(C)(C1CC1)C1=CNC2=C(C=CC=C12)CS(=O)C)F (3-[1-(4-Chloro-2-fluorophenyl)-1-cyclopropylethyl]-7-[(methylsulfinyl)methyl]-1H-indole). As a reaction SMILES: [Cl:1][C:2]1[CH:7]=[CH:6][C:5]([C:8]([C:13]2[C:21]3[C:16](=[C:17]([CH2:22][S:23][CH3:24])[CH:18]=[CH:19][CH:20]=3)[NH:15][CH:14]=2)([CH:10]2[CH2:12][CH2:11]2)[CH3:9])=[C:4]([F:25])[CH:3]=1.ClCCl.ClC1C=CC=C(C(OO)=[O:37])C=1>CO>[Cl:1][C:2]1[CH:7]=[CH:6][C:5]([C:8]([C:13]2[C:21]3[C:16](=[C:17]([CH2:22][S:23]([CH3:24])=[O:37])[CH:18]=[CH:19][CH:20]=3)[NH:15][CH:14]=2)([CH:10]2[CH2:12][CH2:11]2)[CH3:9])=[C:4]([F:25])[CH:3]=1. Reported procedure: 100 mg (0.27 mmol) of the compound from Example 97 were introduced into 18 ml of dichloromethane at 0° C., 66 mg (0.27 mmol) of 70% pure meta-chloroperbenzoic acid were added, and the mixture was stirred at RT for 2 h. 2 ml of methanol were added, and the solvents were removed in vacuo. The residue was taken up in ethyl acetate and washed with water, saturated aqueous sodium bicarbonate solution and saturated aqueous sodium chloride solution. The solvents were removed in vacuo. The crude product... Starting materials: CN(N)c1nc(C(Cl)(Cl)Cl)ns1, CCO, O=Cc1ccccc1O. Product: CN(N=Cc1ccccc1O)c1nc(C(Cl)(Cl)Cl)ns1. Reaction SMILES: [CH3:1][N:2]([NH2:3])[c:4]1[n:5][c:6]([C:9]([Cl:10])([Cl:11])[Cl:12])[n:7][s:8]1.[CH3:22][CH2:23][OH:24].[CH:13](=[O:14])[c:15]1[cH:16][cH:17][cH:18][cH:19][c:20]1[OH:21]>>[CH3:1][N:2]([N:3]=[CH:13][c:15]1[cH:16][cH:17][cH:18][cH:19][c:20]1[OH:21])[c:4]1[n:5][c:6]([C:9]([Cl:10])([Cl:11])[Cl:12])[n:7][s:8]1. Starting materials: [OH-].[Na+] (NaOH), C1CCCCC1 (cyclohexane), C(C)OC(CC1OCCC2=C1C=CC(=C2)Br)=O (2-(6-Bromo-3,4-dihydro-1H-2-benzopyran-1-yl)acetic acid ethyl ester), O (Water). Run in C(C)O (ethanol), C1(=CC=CC=C1)C (toluene). Conditions: temperature 0 celsius, time 1.5 hour. Yields the product BrC=1C=CC2=C(CCOC2CC(=O)O)C1 (2-(6-Bromo-3,4-dihydro-1H-2-benzopyran-1-yl)acetic acid). Reaction SMILES: C([O:3][C:4](=[O:17])[CH2:5][CH:6]1[C:11]2[CH:12]=[CH:13][C:14]([Br:16])=[CH:15][C:10]=2[CH2:9][CH2:8][O:7]1)C.[OH-].[Na+].O.C1CCCCC1>C(O)C.C1(C)C=CC=CC=1>[Br:16][C:14]1[CH:13]=[CH:12][C:11]2[CH:6]([CH2:5][C:4]([OH:17])=[O:3])[O:7][CH2:8][CH2:9][C:10]=2[CH:15]=1 |f:1.2|. Procedure details: 2-(6-Bromo-3,4-dihydro-1H-2-benzopyran-1-yl)acetic acid ethyl ester (20 g, 66.9 mmol) was dissolved in absolute ethanol (40 mL). The mixture was cooled to 0° C. and 4N NaOH (22 mL) was added over five minutes. The reaction mixture was then stirred for 1.5 h at room temperature. Water (22 mL) was added, and the solution washed with dichloromethane (70 mL). The aqueous layer was collected and acidified with 6N HCl (17 mL) and extracted with dichloromethane (70 mL). The organic layer was concentrat...